This data is from the Open Reaction Database (ORD), a public repository of structured organic reaction records. The task is: describe an organic reaction: reactants, conditions, products, and yield The reactants are O(C1=CC=CC=C1)CC1=C(N=C2N1C=CC=C2)C(=O)OCC (Ethyl 3-(phenoxymethyl)imidazo[1,2-a]pyridine-2-carboxylate), [OH-].[Na+] (sodium hydroxide). Run in C(C)O (ethanol). Reaction conditions: time 15 hour. The product is O(C1=CC=CC=C1)CC1=C(N=C2N1C=CC=C2)C(=O)[O-].[Na+] (sodium 3-(phenoxymethyl)imidazo[1,2-a]pyridine-2-carboxylate). RXN SMILES: [O:1]([CH2:8][C:9]1[N:13]2[CH:14]=[CH:15][CH:16]=[CH:17][C:12]2=[N:11][C:10]=1[C:18]([O:20]CC)=[O:19])[C:2]1[CH:7]=[CH:6][CH:5]=[CH:4][CH:3]=1.[OH-].[Na+:24]>C(O)C>[O:1]([CH2:8][C:9]1[N:13]2[CH:14]=[CH:15][CH:16]=[CH:17][C:12]2=[N:11][C:10]=1[C:18]([O-:20])=[O:19])[C:2]1[CH:7]=[CH:6][CH:5]=[CH:4][CH:3]=1.[Na+:24] |f:1.2,4.5|. Procedure details: Ethyl 3-(phenoxymethyl)imidazo[1,2-a]pyridine-2-carboxylate (889 mg) was dissolved in ethanol (50 ml), 2N aqueous sodium hydroxide solution (3 ml) was added, and the mixture was stirred at room temperature for 15 hr. The precipitated crystals were collected by filtration, and washed with ethanol to give sodium 3-(phenoxymethyl)imidazo[1,2-a]pyridine-2-carboxylate (680 g). The obtained sodium 3-(phenoxymethyl)imidazo[1,2-a]pyridine-2-carboxylate (290 mg), tert-butyl(3S, 5R)-3-[(2-methylpropyl)ami... Reactants: O=C([O-])[O-], CCNC(=O)Nc1cc(-c2nc(C(F)(F)F)cs2)c(B2OC(C)(C)C(C)(C)O2)cn1, CC#N, [K+], [K+], CC(=O)[O-], CC(=O)[O-], O, CCOC(=O)c1cn(C(CO)Cc2ccccc2)c2ccc(I)cc2c1=O, [Pd+2]. Yields the product CCNC(=O)Nc1cc(-c2nc(C(F)(F)F)cs2)c(-c2ccc3c(c2)c(=O)c(C(=O)OCC)cn3C(CO)Cc2ccccc2)cn1. As a reaction SMILES: [C:58](=[O:59])([O-:60])[O-:61].[CH2:28]([CH3:29])[NH:30][C:31](=[O:32])[NH:33][c:34]1[n:35][cH:36][c:37]([B:49]2[O:50][C:51]([CH3:52])([CH3:53])[C:54]([CH3:55])([CH3:56])[O:57]2)[c:38](-[c:40]2[s:41][cH:42][c:43]([C:45]([F:46])([F:47])[F:48])[n:44]2)[cH:39]1.[CH3:64][C:65]#[N:66].[K+:62].[K+:63].[O-:69][C:70]([CH3:71])=[O:72].[O-:73][C:74]([CH3:75])=[O:76].[OH2:67].[OH:1][CH2:2][CH:3]([CH2:4][c:5]1[cH:6][cH:7][cH:8][cH:9][cH:10]1)[n:11]1[cH:12][c:13]([C:23](=[O:24])[O:25][CH2:26][CH3:27])[c:14](=[O:22])[c:15]2[cH:16][c:17]([I:21])[cH:18][cH:19][c:20]12.[Pd+2:68]>>[OH:1][CH2:2][CH:3]([CH2:4][c:5]1[cH:6][cH:7][cH:8][cH:9][cH:10]1)[n:11]1[cH:12][c:13]([C:23](=[O:24])[O:25][CH2:26][CH3:27])[c:14](=[O:22])[c:15]2[cH:16][c:17](-[c:37]3[cH:36][n:35][c:34]([NH:33][C:31]([NH:30][CH2:28][CH3:29])=[O:32])[cH:39][c:38]3-[c:40]3[s:41][cH:42][c:43]([C:45]([F:46])([F:47])[F:48])[n:44]3)[cH:18][cH:19][c:20]12. Starting materials: ClC=1C(=C(N)C=CC1)[N+](=O)[O-] (3-Chloro-2-nitro-aniline), C(C)(=O)O (acetic acid). Reagents/catalysts: [Ni] (Raney nickel). The solvent is C(C)(C)O (iso-propanol), O (water). Run at time 5 hour. The product is ClC1=C(C(=CC=C1)N)N (3-chloro-benzene-1,2-diamine). The yield is 66.6%. RXN SMILES: [Cl:1][C:2]1[C:3]([N+:9]([O-])=O)=[C:4]([CH:6]=[CH:7][CH:8]=1)[NH2:5].C(O)(=O)C>C(O)(C)C.O.[Ni]>[Cl:1][C:2]1[CH:8]=[CH:7][CH:6]=[C:4]([NH2:5])[C:3]=1[NH2:9]. Procedure: 3-Chloro-2-nitro-aniline (0.345 g, 2 mmol) was dissolved in iso-propanol (10 ml) and water (2 ml). Catalytic acetic acid (0.1 ml) was added, followed by Raney nickel (0.02 g, as 50% slurry in H2O) under a flow of nitrogen. The reaction mixture was then shaken under an atmosphere of hydrogen at ambient temperature for 5 hours and the catalyst was removed by filtration under a nitrogen atmosphere. The filtrate was reduced in vacuo, partitioned between ethyl acetate and water, and the organic layer... Starting materials: ClC=1C=C(C=O)C=C(N1)OC (2-Chloro-6-methoxyisonicotinaldehyde), C(=O)([O-])[O-].[Cs+].[Cs+] (Cs2CO3), CC1(C2=C(C(=CC=C2)P(C3=CC=CC=C3)C4=CC=CC=C4)OC5=C(C=CC=C51)P(C6=CC=CC=C6)C7=CC=CC=C7)C (Xanthphos), C(C)(C)(C)NC([O-])=O (tert-butylcarbamate). Reagents/catalysts: C=1C=CC(=CC1)/C=C/C(=O)/C=C/C2=CC=CC=C2.C=1C=CC(=CC1)/C=C/C(=O)/C=C/C2=CC=CC=C2.C=1C=CC(=CC1)/C=C/C(=O)/C=C/C2=CC=CC=C2.[Pd].[Pd] (Pd2(dba)3). Solvent: O1CCOCC1 (dioxane), O (H2O). Product: EtOAc hexanes, C(=O)C1=CC(=NC(=C1)OC)NC(OC(C)(C)C)=O (tert-Butyl 4-formyl-6-methoxypyridin-2-ylcarbamate). Isolated yield 0.0%. Reaction SMILES: Cl[C:2]1[CH:3]=[C:4]([CH:7]=[C:8]([O:10][CH3:11])[N:9]=1)[CH:5]=[O:6].C([O-])([O-])=O.[Cs+].[Cs+].[CH3:18][C:19]1(C)[C:45]2C(=C(P(C3C=CC=CC=3)C3C=CC=CC=3)C=CC=2)OC2C(P(C3C=CC=CC=3)C3C=CC=CC=3)=CC=C[C:20]1=2.C([NH:64][C:65](=[O:67])[O-:66])(C)(C)C>O1CCOCC1.O.C1C=CC(/C=C/C(/C=C/C2C=CC=CC=2)=O)=CC=1.C1C=CC(/C=C/C(/C=C/C2C=CC=CC=2)=O)=CC=1.C1C=CC(/C=C/C(/C=C/C2C=CC=CC=2)=O)=CC=1.[Pd].[Pd]>[CH:5]([C:4]1[CH:7]=[C:8]([O:10][CH3:11])[N:9]=[C:2]([NH:64][C:65](=[O:67])[O:66][C:19]([CH3:45])([CH3:20])[CH3:18])[CH:3]=1)=[O:6] |f:1.2.3,8.9.10.11.12|. Reported procedure: To a solution of 2-chloro-6-methoxyisonicotinaldehyde (15-2, 500 mg, 2.91 mmole) in dry dioxane (5 mL) was added Cs2CO3 (1.42 g, 4.37 mmole), Xanthphos (253 mg, 0.44 mmole), Pd2(dba)3 (133 mg, 0.15 mmole), and tert-butylcarbamate (410 mg, 3.5 mmole) then the mixture was heated to reflux. After 18 hr the mixture was cooled to RT., diluted with H2O, and extracted with EtOAc (3×). The combined organic layers were dried (MgSO4), filtered, and concentrated. Flash column chromatography (gradient, 0-10... Reactants: [BH4-], CCO, N#CC(C#N)=Cc1ccc(C(F)(F)F)cc1, [Na+]. Yields the product N#CC(C#N)Cc1ccc(C(F)(F)F)cc1. RXN SMILES: [BH4-:17].[CH3:19][CH2:20][OH:21].[F:1][C:2]([c:3]1[cH:4][cH:5][c:6]([CH:7]=[C:8]([C:9]#[N:10])[C:11]#[N:12])[cH:13][cH:14]1)([F:15])[F:16].[Na+:18]>>[F:1][C:2]([c:3]1[cH:4][cH:5][c:6]([CH2:7][CH:8]([C:9]#[N:10])[C:11]#[N:12])[cH:13][cH:14]1)([F:15])[F:16]. Starting materials: CN=C=S, CN1Cc2c(Cl)cc(Cl)cc2C(c2ccc(N)cc2)C1, NC(N)=S. Product: CNC(=S)Nc1ccc(C2CN(C)Cc3c(Cl)cc(Cl)cc32)cc1. Reaction SMILES: [CH3:21][N:22]=[C:23]=[S:24].[Cl:1][c:2]1[cH:3][c:4]2[c:9]([c:10]([Cl:12])[cH:11]1)[CH2:8][N:7]([CH3:13])[CH2:6][CH:5]2[c:14]1[cH:15][cH:16][c:17]([NH2:20])[cH:18][cH:19]1.[NH2:25][C:26](=[S:27])[NH2:28]>>[Cl:1][c:2]1[cH:3][c:4]2[c:9]([c:10]([Cl:12])[cH:11]1)[CH2:8][N:7]([CH3:13])[CH2:6][CH:5]2[c:14]1[cH:15][cH:16][c:17]([NH:20][C:23]([NH:22][CH3:21])=[S:24])[cH:18][cH:19]1. Reactants: CC1(C)OCC(Nc2ccc3[nH]ncc3c2)CO1, C1CCOC1. The product is OCC(CO)Nc1ccc2[nH]ncc2c1. As a reaction SMILES: [CH3:1][C:2]1([CH3:18])[O:3][CH2:4][CH:5]([NH:8][c:9]2[cH:10][c:11]3[cH:12][n:13][nH:14][c:15]3[cH:16][cH:17]2)[CH2:6][O:7]1.[O:19]1[CH2:20][CH2:21][CH2:22][CH2:23]1>>[OH:3][CH2:4][CH:5]([CH2:6][OH:7])[NH:8][c:9]1[cH:10][c:11]2[cH:12][n:13][nH:14][c:15]2[cH:16][cH:17]1.